This data is from the Open Reaction Database (ORD), a public repository of structured organic reaction records. The task is: describe an organic reaction: reactants, conditions, products, and yield Starting materials: [Br-], CC[Mg+], CCCC[Sn](Cl)(CCCC)CCCC, ClCCl, Ic1cn(C(c2ccccc2)(c2ccccc2)c2ccccc2)cn1. Product: CCCC[Sn](CCCC)(CCCC)c1cn(C(c2ccccc2)(c2ccccc2)c2ccccc2)cn1. RXN SMILES: [Br-:26].[CH2:27]([Mg+:28])[CH3:29].[CH2:30]([CH2:31][CH2:32][CH3:33])[Sn:34]([CH2:35][CH2:36][CH2:37][CH3:38])([CH2:39][CH2:40][CH2:41][CH3:42])[Cl:43].[Cl:44][CH2:45][Cl:46].[I:1][c:2]1[n:3][cH:4][n:5]([C:7]([c:8]2[cH:9][cH:10][cH:11][cH:12][cH:13]2)([c:14]2[cH:15][cH:16][cH:17][cH:18][cH:19]2)[c:20]2[cH:21][cH:22][cH:23][cH:24][cH:25]2)[cH:6]1>>[c:2]1([Sn:34]([CH2:30][CH2:31][CH2:32][CH3:33])([CH2:35][CH2:36][CH2:37][CH3:38])[CH2:39][CH2:40][CH2:41][CH3:42])[n:3][cH:4][n:5]([C:7]([c:8]2[cH:9][cH:10][cH:11][cH:12][cH:13]2)([c:14]2[cH:15][cH:16][cH:17][cH:18][cH:19]2)[c:20]2[cH:21][cH:22][cH:23][cH:24][cH:25]2)[cH:6]1. The reactants are Cl (hydrochloric acid), FC(C1=CC=C(C=C1)C1=CC=C(O1)C1=C(C(=O)OCC)C=CC=C1)(F)F (ethyl 2-[5-(4-trifluoromethylphenyl)-2-furyl]benzoate), [OH-].[Na+] (sodium hydroxide), O1CCCC1 (tetrahydrofuran). Run in O (water), C(C)O (ethanol). Run at temperature 60 celsius, time 1 hour. The product is FC(C1=CC=C(C=C1)C1=CC=C(O1)C1=C(C(=O)O)C=CC=C1)(F)F (2-[5-(4-trifluoromethylphenyl)-2-furyl]benzoic acid). The yield is 53.0%. As a reaction SMILES: [F:1][C:2]([F:26])([F:25])[C:3]1[CH:8]=[CH:7][C:6]([C:9]2[O:13][C:12]([C:14]3[CH:24]=[CH:23][CH:22]=[CH:21][C:15]=3[C:16]([O:18]CC)=[O:17])=[CH:11][CH:10]=2)=[CH:5][CH:4]=1.[OH-].[Na+].O1CCCC1.Cl>O.C(O)C>[F:25][C:2]([F:1])([F:26])[C:3]1[CH:4]=[CH:5][C:6]([C:9]2[O:13][C:12]([C:14]3[CH:24]=[CH:23][CH:22]=[CH:21][C:15]=3[C:16]([OH:18])=[O:17])=[CH:11][CH:10]=2)=[CH:7][CH:8]=1 |f:1.2|. Reported procedure: A mixture of ethyl 2-[5-(4-trifluoromethylphenyl)-2-furyl]benzoate (1.80 g), 1 M aqueous sodium hydroxide solution (20 ml), tetrahydrofuran (35 ml) and ethanol (35 ml) was stirred at 60° C. for 1 hr. After cooling, the reaction mixture was poured into water and 1 M hydrochloric acid (30 ml) was added. The mixture was extracted with ethyl acetate-tetrahydrofuran (1:1, volume ratio). The organic layer was washed with saturated brine, dried over anhydrous magnesium sulfate and concentrated. The res... As a reaction SMILES: [Cl:1][C:2]1[CH:7]=[C:6]([C:8]2[CH2:12][C:11]([C:17]3[CH:22]=[C:21]([Cl:23])[C:20]([Cl:24])=[C:19]([Cl:25])[CH:18]=3)([C:13]([F:16])([F:15])[F:14])[O:10][N:9]=2)[CH:5]=[CH:4][C:3]=1[N:26]1[CH2:29][CH:28]([C:30]([OH:32])=O)[CH2:27]1.CCN=C=NCCCN(C)C.Cl.Cl.CCN(C(C)C)C(C)C.Cl.[F:56][C:57]([F:61])([F:60])[CH2:58][NH2:59]>CN(C=O)C>[F:56][C:57]([F:61])([F:60])[CH2:58][NH:59][C:30]([CH:28]1[CH2:29][N:26]([C:3]2[CH:4]=[CH:5][C:6]([C:8]3[CH2:12][C:11]([C:17]4[CH:22]=[C:21]([Cl:23])[C:20]([Cl:24])=[C:19]([Cl:25])[CH:18]=4)([C:13]([F:15])([F:16])[F:14])[O:10][N:9]=3)=[CH:7][C:2]=2[Cl:1])[CH2:27]1)=[O:32] |f:1.2,5.6|. Procedure: To a stirred solution of 1-{2-chloro-4-[5-(3,4,5-trichloro-phenyl)-5-trifluoromethyl-4,5-dihydro-isoxazol-3-yl]-phenyl}-azetidine-3-carboxylic acid (Preparation 14, 0.1 g, 0.190 mmol) in dry DMF (3 mL) was added EDCl.HCl (0.055 g, 0.280 mmol), DIPEA (0.049 g, 0.380 mmol) and 2,2,2-trifluoro-ethylamine hydrochloride (0.026 g, 0.190 mmol) at 0° C. Resulting reaction mixture was stirred at room temperature for 18 hours under nitrogen atmosphere. After complete consumption of starting material, reac... The reactants are CCN(C(C)C)C(C)C (DIPEA), Cl.FC(CN)(F)F (2,2,2-trifluoro-ethylamine hydrochloride), ClC1=C(C=CC(=C1)C1=NOC(C1)(C(F)(F)F)C1=CC(=C(C(=C1)Cl)Cl)Cl)N1CC(C1)C(=O)O (1-{2-chloro-4-[5-(3,4,5-trichloro-phenyl)-5-trifluoromethyl-4,5-dihydro-isoxazol-3-yl]-phenyl}-azetidine-3-carboxylic acid), CCN=C=NCCCN(C)C.Cl (EDCl), Cl (HCl). Reaction conditions: time 18 hour. The solvent is CN(C)C=O (DMF). Product: FC(CNC(=O)C1CN(C1)C1=C(C=C(C=C1)C1=NOC(C1)(C(F)(F)F)C1=CC(=C(C(=C1)Cl)Cl)Cl)Cl)(F)F (1-{2-chloro-4-[5-(3,4,5-trichloro-phenyl)-5-trifluoromethyl-4,5-dihydro-isoxazol-3-yl]-phenyl}-azetidine-3-carboxylic acid (2,2,2-trifluoro-ethyl)-amide). The yield is 38.9%. The reactants are C(CCC)[Sn](CCCC)=O (dibutyltin oxide), ClC1=CC(=C(C=C1)N(S(=O)(=O)C1=CC(=C(C=C1)OC)OC)CC#N)C(C1=C(C=CC=C1)Cl)=O (N-[4-chloro-2-(2-chlorobenzoyl)phenyl]-N-(cyanomethyl)-3,4-dimethoxybenzenesulfonamide), N(=[N+]=[N-])[Si](C)(C)C (azidotrimethylsilane). Run in C(C)(=O)OCC (ethyl acetate), C1CCOC1 (THF). Yields the product ClC1=CC(=C(C=C1)N(S(=O)(=O)C1=CC(=C(C=C1)OC)OC)CC1=NN=NN1)C(C1=C(C=CC=C1)Cl)=O (N-[4-chloro-2-(2-chlorobenzoyl)phenyl]-3,4-dimethoxy-N-(1H-tetrazol-5-ylmethyl)benzenesulfonamide). Reaction SMILES: [Cl:1][C:2]1[CH:7]=[CH:6][C:5]([N:8]([CH2:22][C:23]#[N:24])[S:9]([C:12]2[CH:17]=[CH:16][C:15]([O:18][CH3:19])=[C:14]([O:20][CH3:21])[CH:13]=2)(=[O:11])=[O:10])=[C:4]([C:25](=[O:33])[C:26]2[CH:31]=[CH:30][CH:29]=[CH:28][C:27]=2[Cl:32])[CH:3]=1.C([Sn](=O)CCCC)CCC.[N:44]([Si](C)(C)C)=[N+:45]=[N-:46]>C1COCC1.C(OCC)(=O)C>[Cl:1][C:2]1[CH:7]=[CH:6][C:5]([N:8]([CH2:22][C:23]2[NH:46][N:45]=[N:44][N:24]=2)[S:9]([C:12]2[CH:17]=[CH:16][C:15]([O:18][CH3:19])=[C:14]([O:20][CH3:21])[CH:13]=2)(=[O:11])=[O:10])=[C:4]([C:25](=[O:33])[C:26]2[CH:31]=[CH:30][CH:29]=[CH:28][C:27]=2[Cl:32])[CH:3]=1. Reported procedure: To 1 g of N-[4-chloro-2-(2-chlorobenzoyl)phenyl]-N-(cyanomethyl)-3,4-dimethoxybenzenesulfonamide dissolved in 20 ml of THF are successively added 0.3 g of dibutyltin oxide and 2.6 ml of azidotrimethylsilane, and the mixture is refluxed for 18 hours. The reaction medium is taken up in ethyl acetate and washed with water. The organic phase is dried over anhydrous sodium sulfate and concentrated. The residue is purified by filtration on silica H, eluting with dichloromethane, to give 0.95 g of the ... Starting materials: ClC1=C(CN2C(C3=CC=CC=C3C2=O)=O)C(=CC(=C1)OC)Cl (2-(2,6-Dichloro-4-methoxy-benzyl)-isoindole-1,3-dione), O.NN (hydrazine hydrate). Run in C(C)O (ethanol). Yields the product Cl.ClC1=C(CN)C(=CC(=C1)OC)Cl (2,6-Dichloro-4-methoxy-benzylamine hydrochloride). The yield is 166.3%. Reaction SMILES: [Cl:1][C:2]1[CH:19]=[C:18]([O:20][CH3:21])[CH:17]=[C:16]([Cl:22])[C:3]=1[CH2:4][N:5]1C(=O)C2C(=CC=CC=2)C1=O.O.NN>C(O)C>[ClH:1].[Cl:1][C:2]1[CH:19]=[C:18]([O:20][CH3:21])[CH:17]=[C:16]([Cl:22])[C:3]=1[CH2:4][NH2:5] |f:1.2,4.5|. Reported procedure: Treat a solution of 2-(2,6-Dichloro-4-methoxy-benzyl)-isoindole-1,3-dione (2.74 g, 8.18 mmol) in ethanol with hydrazine hydrate (0.61 g, 12.27 mmol) at 70° C. for 12 hours. Cool the reaction and filter the precipitate. Concentrate the filtrate and partition the residue with ethyl acetate and water. After drying the organic layer over sodium sulfate, filter and concentrate under vacuum. To the residue, add ethyl acetate (20 mL) and HCl (4 N in dioxane, 5 mL). Collect the white crystal by filtrati... The yield is 98.2%. The reactants are CC(C)([O-])C.[Na+] (sodium-tert-butoxide), C(CC)(=O)C1=CC=CC=C1 (propiophenone), O1CCCC1 (tetrahydrofuran), BrC1=CC=CC=C1 (bromobenzene). The reagents and catalysts are C(C)(=O)[O-].[Pd+2].C(C)(=O)[O-] (palladium (II) acetate), C1(=CC=CC=C1)[B-](C1=CC=CC=C1)(C1=CC=CC=C1)C1=CC=CC=C1.C(C)(C)(C)[PH+](C(C)(C)C)C(C)(C)C (tri-tert-butylphosphonium tetraphenylborate). Solvent: O (water). Reaction SMILES: CC(C)([O-])C.[Na+].O1CCCC1.Br[C:13]1[CH:18]=[CH:17][CH:16]=[CH:15][CH:14]=1.[C:19]([C:23]1[CH:28]=[CH:27][CH:26]=[CH:25][CH:24]=1)(=[O:22])[CH2:20][CH3:21]>C([O-])(=O)C.[Pd+2].C([O-])(=O)C.C1([B-](C2C=CC=CC=2)(C2C=CC=CC=2)C2C=CC=CC=2)C=CC=CC=1.C([PH+](C(C)(C)C)C(C)(C)C)(C)(C)C.O>[C:23]1([C:19](=[O:22])[CH:20]([C:13]2[CH:18]=[CH:17][CH:16]=[CH:15][CH:14]=2)[CH3:21])[CH:28]=[CH:27][CH:26]=[CH:25][CH:24]=1 |f:0.1,5.6.7,8.9|. Reported procedure: A 30-ml four-necked flask was equipped with a stirrer, a thermometer and a reflux condenser. 0.011 g (0.05 mmol) of palladium (II) acetate, 1.442 g (15 mmol) of sodium-tert-butoxide and 10 ml of tetrahydrofuran were weighed in the flask, followed by stirring. Further, 0.026 g (0.05 mmol) of tri-tert-butylphosphonium tetraphenylborate obtained in Example A-1 was weighed in air and added into the flask. The flask was purged with argon, followed by stirring at 25° C. for 30 minutes. 1.570 g (10 mmo... The product is C1(=CC=CC=C1)C(C(C)C1=CC=CC=C1)=O (1,2-diphenyl-1-propanone). Starting materials: C(C=C)Cl (allyl chloride), C(C)[SiH](CC)CC (triethylsilane). Reagents/catalysts: [Cu](Cl)Cl (copper chloride), C(C)(=O)[O-].[Cu+2].C(C)(=O)[O-] (copper acetate), [Cu] (copper), S(=O)(=O)([O-])[O-].[Cu+2] (copper sulphate). Reaction conditions: time 45 hour. The product is ClCCC[Si](CC)(CC)CC (3-chloropropyltriethylsilane). RXN SMILES: [CH2:1]([Cl:4])[CH:2]=[CH2:3].[CH2:5]([SiH:7]([CH2:10][CH3:11])[CH2:8][CH3:9])[CH3:6]>[Cu].[Cu](Cl)Cl.C([O-])(=O)C.[Cu+2].C([O-])(=O)C.S([O-])([O-])(=O)=O.[Cu+2]>[Cl:4][CH2:1][CH2:2][CH2:3][Si:7]([CH2:10][CH3:11])([CH2:8][CH3:9])[CH2:5][CH3:6] |f:4.5.6,7.8|. Reported procedure: Table 1 shows that copper catalysts, especially copper chloride and copper acetate, and copper sulphate, are effective in catalyzing the hydrosilation of allyl chloride with triethylsilane, at 200° C. for 45 hours, yielding quantitatively 3-chloropropyltriethylsilane. Reactants: COC(NN=CC(=C(N=CN(C)C)Cl)C#N)=O (methyl-3-(3-chloro-2-cyano-5-dimethylamino-4-aza-2,4-pentadienylidene)carbazate), ClC(=C(C#N)C=NNC=O)N=CN(C)C (3-chloro-5-dimethylamino-2-formylhydrazonomethyl-4-aza-2,4-pentadienenitrile). The product is ClC(=C(C#N)C=NNC(=O)CC)N=CN(C)C (3-chloro-5-dimethylamino-2-ethylcarbonylhydrazonomethyl-4-aza-2,4-pentadienenitrile). Reaction SMILES: C[O:2][C:3](=O)[NH:4][N:5]=[CH:6][C:7]([C:15]#[N:16])=[C:8]([Cl:14])[N:9]=[CH:10][N:11]([CH3:13])[CH3:12].Cl[C:19](N=CN(C)C)=[C:20](C=NNC=O)C#N>>[Cl:14][C:8]([N:9]=[CH:10][N:11]([CH3:13])[CH3:12])=[C:7]([CH:6]=[N:5][NH:4][C:3]([CH2:19][CH3:20])=[O:2])[C:15]#[N:16]. Reported procedure: Following the same procedure and replacing the methyl-3-(3-chloro-2-cyano-5-dimethylamino-4-aza-2,4-pentadienylidene)carbazate by an equivalent of 3-chloro-5-dimethylamino-2-formylhydrazonomethyl-4-aza-2,4-pentadienenitrile or of 3-chloro-5-dimethylamino-2-ethylcarbonylhydrazonomethyl-4-aza-2,4-pentadienenitrile results in the similar preparation of the corresponding compound of formula I. Reactants: CN(C=NS(=O)(=O)C=1N(N=C2C=CC=C(C12)O)C)C (N1,N1 -dimethyl-N2 -[(4-hydroxy-2-methyl-2H-indazol-3-yl)sulfonyl]formamidine), [H-].[Na+] (sodium hydride), ice water, BrCCF (1-bromo-2-fluoroethane). Run in CN(C)C=O (DMF). Reaction conditions: time 1 hour. Yields the product CN(C=NS(=O)(=O)C=1N(N=C2C=CC=C(C12)OCCF)C)C (N1,N1 -dimethyl-N2 -{[4-(2-fluoroethoxy)-2-methyl-2H-indazol-3-yl]sulfonyl}formamidine). Yield: 69.5%. Reaction SMILES: [CH3:1][N:2]([CH3:19])[CH:3]=[N:4][S:5]([C:8]1[N:9]([CH3:18])[N:10]=[C:11]2[C:16]=1[C:15]([OH:17])=[CH:14][CH:13]=[CH:12]2)(=[O:7])=[O:6].[H-].[Na+].Br[CH2:23][CH2:24][F:25]>CN(C=O)C>[CH3:1][N:2]([CH3:19])[CH:3]=[N:4][S:5]([C:8]1[N:9]([CH3:18])[N:10]=[C:11]2[C:16]=1[C:15]([O:17][CH2:23][CH2:24][F:25])=[CH:14][CH:13]=[CH:12]2)(=[O:6])=[O:7] |f:1.2|. Procedure: 4.2 g (15 mmol) of N1,N1 -dimethyl-N2 -[(4-hydroxy-2-methyl-2H-indazol-3-yl)sulfonyl]formamidine was added to a suspension containing 0.6 g (15 mmol) of 60% sodium hydride in 50 ml of DMF, and the mixture was stirred at room temperature for one hour. Further, 2 g (16 mmol) of 1-bromo-2-fluoroethane was added thereto, and the mixture was stirred at room temperature for 12 hours. The mixture was poured into ice water, and the formed crystals were collected by filtration and washed with water and I... The reactants are O=C([O-])[O-], C[S-], CN(C)C=O, Cc1c(Cl)ccc2c(Nc3cccc4c3CCO4)c(C(N)=O)cnc12, Cl, [Cu]I, [K+], [K+], [Na+], O. The product is CSc1ccc2c(Nc3cccc4c3CCO4)c(C(N)=O)cnc2c1C. RXN SMILES: [C:30](=[O:31])([O-:32])[O-:33].[CH3:27][S-:28].[CH3:37][N:38]([CH3:39])[CH:40]=[O:41].[Cl:2][c:3]1[cH:4][cH:5][c:6]2[c:7]([NH:17][c:18]3[cH:19][cH:20][cH:21][c:22]4[c:23]3[CH2:24][CH2:25][O:26]4)[c:8]([C:14](=[O:15])[NH2:16])[cH:9][n:10][c:11]2[c:12]1[CH3:13].[ClH:1].[Cu:42][I:43].[K+:34].[K+:35].[Na+:29].[OH2:36]>>[c:3]1([S:28][CH3:27])[cH:4][cH:5][c:6]2[c:7]([NH:17][c:18]3[cH:19][cH:20][cH:21][c:22]4[c:23]3[CH2:24][CH2:25][O:26]4)[c:8]([C:14](=[O:15])[NH2:16])[cH:9][n:10][c:11]2[c:12]1[CH3:13].